describe an organic reaction: reactants, conditions, products, and yield From a dataset of the Open Reaction Database (ORD), a public repository of structured organic reaction records. Starting materials: NC1=NC(=C(C(=N1)N)I)C (2,4-diamino-5-iodo-6-methylpyrimidine), tris(dibenzylidineacetone)dipalladium(0), FC(=CC(C)(C)C1=CC=C(C=C1)Cl)[Sn](CCCC)(CCCC)CCCC (1-fluoro-3-(4-chlorophenyl)-3-methyl-1-tributylstannyl-1-butene), O1C(=CC=C1)P(C=1OC=CC1)C=1OC=CC1 (tri-2-furylphosphine). Solvent: CN(C=O)C (N,N-dimethylformamide). The product is NC1=NC(=C(C(=N1)N)C(=CC(C)(C1=CC=C(C=C1)Cl)C)F)C (2,4-diamino-6-methyl-5-[1-fluoro-3-methyl-3-(4-chlorophenyl)-1-butenyl]pyrimidine). RXN SMILES: [NH2:1][C:2]1[N:7]=[C:6]([NH2:8])[C:5](I)=[C:4]([CH3:10])[N:3]=1.[F:11][C:12]([Sn](CCCC)(CCCC)CCCC)=[CH:13][C:14]([C:17]1[CH:22]=[CH:21][C:20]([Cl:23])=[CH:19][CH:18]=1)([CH3:16])[CH3:15].O1C=CC=C1P(C1OC=CC=1)C1OC=CC=1>CN(C)C=O>[NH2:1][C:2]1[N:7]=[C:6]([NH2:8])[C:5]([C:12]([F:11])=[CH:13][C:14]([CH3:15])([C:17]2[CH:18]=[CH:19][C:20]([Cl:23])=[CH:21][CH:22]=2)[CH3:16])=[C:4]([CH3:10])[N:3]=1. Procedure: This compound is prepared in a manner analogous to that of Step E of Example 4, using 1.2 grams (0.0048 mole) of 2,4-diamino-5-iodo-6-methylpyrimidine, 2.3 grams (0.0048 mole) of 1-fluoro-3-(4-chlorophenyl)-3-methyl-1-tributylstannyl-1-butene, 0.04 gram of tri-2-furylphosphine, 0.04 gram of tris(dibenzylidineacetone)dipalladium(0) in about 30 mL of N,N-dimethylformamide, yielding 2,4-diamino-6-methyl-5-[1-fluoro-3-methyl-3-(4-chlorophenyl)-1-butenyl]pyrimidine.